From a dataset of the Open Reaction Database (ORD), a public repository of structured organic reaction records. describe an organic reaction: reactants, conditions, products, and yield Starting materials: Brc1cnc(N2CCc3c([nH]c4ccccc34)C2c2ccc3c(c2)CCO3)nc1, Cc1nccn1C, [K+], [K+], [Na+], O=C([O-])[O-], CC(=O)[O-], CC(=O)[O-], CN(C)C=O, [OH-], [Pd+2], c1ccc(P(c2ccccc2)c2ccccc2)cc1. Product: Cc1ncc(-c2cnc(N3CCc4c([nH]c5ccccc45)C3c3ccc4c(c3)CCO4)nc2)n1C. RXN SMILES: [Br:1][c:2]1[cH:3][n:4][c:5]([N:8]2[CH:9]([c:21]3[cH:22][cH:23][c:24]4[c:25]([cH:29]3)[CH2:26][CH2:27][O:28]4)[c:10]3[nH:11][c:12]4[cH:13][cH:14][cH:15][cH:16][c:17]4[c:18]3[CH2:19][CH2:20]2)[n:6][cH:7]1.[CH3:30][n:31]1[c:32]([CH3:36])[n:33][cH:34][cH:35]1.[K+:56].[K+:57].[Na+:63].[O-:58][C:59]([O-:60])=[O:61].[O-:70][C:71]([CH3:72])=[O:73].[O-:74][C:75]([CH3:76])=[O:77].[O:64]=[CH:65][N:66]([CH3:67])[CH3:68].[OH-:62].[Pd+2:69].[c:37]1([P:38]([c:39]2[cH:40][cH:41][cH:42][cH:43][cH:44]2)[c:45]2[cH:46][cH:47][cH:48][cH:49][cH:50]2)[cH:51][cH:52][cH:53][cH:54][cH:55]1>>[c:2]1(-[c:35]2[n:31]([CH3:30])[c:32]([CH3:36])[n:33][cH:34]2)[cH:3][n:4][c:5]([N:8]2[CH:9]([c:21]3[cH:22][cH:23][c:24]4[c:25]([cH:29]3)[CH2:26][CH2:27][O:28]4)[c:10]3[nH:11][c:12]4[cH:13][cH:14][cH:15][cH:16][c:17]4[c:18]3[CH2:19][CH2:20]2)[n:6][cH:7]1. The product is Cl.C(CCCCCCC)NC=1NC(=NC(N1)(C)C)NCC1=CC=C(C=C1)O (4-Octylamino-3,6-dihydro-6,6-dimethyl-2-(4′-hydroxybenzylamino)-1,3,5-triazine hydrochloride). Procedure: 25 ml of methanol, 40 ml of acetone and 0.1 ml of concentrated hydrochloric acid were added to 16 g (4.6 mmol) of N1-(4-hydroxybenzyl)-N5-octyl-biguanide dihydrochloride, and the mixture was stirred at 40° C. for 63 hours, and refluxed for 8 hours. The solvent was distilled off under reduced pressure, to give a residue, which was dissolved in 80% aqueous acetonitrile. The solvent was distilled off under reduced pressure, and the residue was purified by silica gel column chromatography (elution w... As a reaction SMILES: CO.[CH3:3][C:4]([CH3:6])=O.[ClH:7].Cl.Cl.[OH:10][C:11]1[CH:32]=[CH:31][C:14]([CH2:15][NH:16][C:17]([NH:19][C:20]([NH:22][CH2:23][CH2:24][CH2:25][CH2:26][CH2:27][CH2:28][CH2:29][CH3:30])=[NH:21])=[NH:18])=[CH:13][CH:12]=1>C(#N)C>[ClH:7].[CH2:23]([NH:22][C:20]1[NH:19][C:17]([NH:16][CH2:15][C:14]2[CH:13]=[CH:12][C:11]([OH:10])=[CH:32][CH:31]=2)=[N:18][C:4]([CH3:6])([CH3:3])[N:21]=1)[CH2:24][CH2:25][CH2:26][CH2:27][CH2:28][CH2:29][CH3:30] |f:3.4.5,7.8|. Reactants: CO (methanol), CC(=O)C (acetone), Cl (hydrochloric acid), Cl.Cl.OC1=CC=C(CNC(=N)NC(=N)NCCCCCCCC)C=C1 (N1-(4-hydroxybenzyl)-N5-octyl-biguanide dihydrochloride). Solvent: C(C)#N (acetonitrile). Run at temperature 40 celsius, time 63 hour.